Dataset: the Open Reaction Database (ORD), a public repository of structured organic reaction records. Task: describe an organic reaction: reactants, conditions, products, and yield Starting materials: CCN(C(=O)OC(C)(C)C)C(C#N)CCC(COCc1ccccc1)OC, CCO, NO. The product is CCN(C(=O)OC(C)(C)C)C(CCC(COCc1ccccc1)OC)C(=N)NO. RXN SMILES: [C:1]([CH3:2])([CH3:3])([CH3:4])[O:5][C:6]([N:7]([CH2:8][CH3:9])[CH:10]([CH2:11][CH2:12][CH:13]([CH2:14][O:15][CH2:16][c:17]1[cH:18][cH:19][cH:20][cH:21][cH:22]1)[O:23][CH3:24])[C:25]#[N:26])=[O:27].[CH3:30][CH2:31][OH:32].[NH2:28][OH:29]>>[C:1]([CH3:2])([CH3:3])([CH3:4])[O:5][C:6]([N:7]([CH2:8][CH3:9])[CH:10]([CH2:11][CH2:12][CH:13]([CH2:14][O:15][CH2:16][c:17]1[cH:18][cH:19][cH:20][cH:21][cH:22]1)[O:23][CH3:24])[C:25](=[NH:26])[NH:28][OH:29])=[O:27]. Reactants: [BH3-]C#N, C=CCOC(=O)N1CC(=O)C(C(=O)OC(C)(C)C)CC1C, CC(=O)O, CO, [Na+]. The product is C=CCOC(=O)N1CC(O)C(C(=O)OC(C)(C)C)CC1C. As a reaction SMILES: [C:26]([BH3-:27])#[N:28].[CH3:1][CH:2]1[N:3]([C:16](=[O:17])[O:18][CH2:19][CH:20]=[CH2:21])[CH2:4][C:5](=[O:15])[CH:6]([C:8](=[O:9])[O:10][C:11]([CH3:12])([CH3:13])[CH3:14])[CH2:7]1.[CH3:22][C:23](=[O:24])[OH:25].[CH3:30][OH:31].[Na+:29]>>[CH3:1][CH:2]1[N:3]([C:16](=[O:17])[O:18][CH2:19][CH:20]=[CH2:21])[CH2:4][CH:5]([OH:15])[CH:6]([C:8](=[O:9])[O:10][C:11]([CH3:12])([CH3:13])[CH3:14])[CH2:7]1. Reactants: O=CC(Br)=C(Br)C(=O)O, Cl, O=CC(C=O)[N+](=O)[O-], Nc1cccc(CO)c1, [Na], O, O. Product: O=CC(=CNc1cccc(CO)c1)[N+](=O)[O-]. Reaction SMILES: [C:20]([OH:21])(=[O:22])[C:23](=[C:24]([CH:25]=[O:26])[Br:27])[Br:28].[ClH:29].[N+:11](=[O:12])([O-:13])[CH:14]([CH:15]=[O:16])[CH:17]=[O:18].[NH2:1][c:2]1[cH:3][c:4]([CH2:5][OH:6])[cH:7][cH:8][cH:9]1.[Na:19].[OH2:10].[OH2:30]>>[NH:1]([c:2]1[cH:3][c:4]([CH2:5][OH:6])[cH:7][cH:8][cH:9]1)[CH:17]=[C:14]([N+:11](=[O:12])[O-:13])[CH:15]=[O:16].